This data is from the Open Reaction Database (ORD), a public repository of structured organic reaction records. The task is: describe an organic reaction: reactants, conditions, products, and yield Starting materials: [N+](=O)([O-])C=CC=1SC=CC1 (2-(2-nitrovinyl)thiophene), CN(C([S-])=S)C.C[NH2+]C (dimethylammonium dimethyldithiocarbamate). Run in C(=S)=S (carbon disulfide). The product is CN(C(SC(C1=CC=CS1)C[N+](=O)[O-])=S)C (α-(nitromethyl)-2-thenyl dimethyldithiocarbamate). RXN SMILES: [N+:1]([CH:4]=[CH:5][C:6]1[S:7][CH:8]=[CH:9][CH:10]=1)([O-:3])=[O:2].[CH3:11][N:12]([CH3:16])[C:13](=[S:15])[S-:14].C[NH2+]C>C(=S)=S>[CH3:11][N:12]([CH3:16])[C:13](=[S:14])[S:15][CH:5]([CH2:4][N+:1]([O-:3])=[O:2])[C:6]1[S:7][CH:8]=[CH:9][CH:10]=1 |f:1.2|. Reported procedure: As in Example 17, reaction of 2-(2-nitrovinyl)thiophene with dimethylammonium dimethyldithiocarbamate in the presence of carbon disulfide gave α-(nitromethyl)-2-thenyl dimethyldithiocarbamate melting at 88° C.-90° C. when recrystallized without heating from acetone-ethanol solution. The reactants are CCO, CSCc1c(N)c(C#N)cc(F)c1F, O. The product is Cc1c(N)c(C#N)cc(F)c1F. Reaction SMILES: [CH3:16][CH2:17][OH:18].[NH2:1][c:2]1[c:3]([C:4]#[N:5])[cH:6][c:7]([F:14])[c:8]([F:13])[c:9]1[CH2:10][S:11][CH3:12].[OH2:15]>>[NH2:1][c:2]1[c:3]([C:4]#[N:5])[cH:6][c:7]([F:14])[c:8]([F:13])[c:9]1[CH3:10]. Starting materials: CC(C)Oc1ccc(C=O)cc1, COCC1OC(n2cnc3c(NCC(c4ccccc4)c4ccccc4)nc(CN)nc32)C(O)C1O, C1CCOC1. Product: COCC1OC(n2cnc3c(NCC(c4ccccc4)c4ccccc4)nc(CNCc4ccc(OC(C)C)cc4)nc32)C(O)C1O. As a reaction SMILES: [CH:37]([CH3:38])([CH3:39])[O:40][c:41]1[cH:42][cH:43][c:44]([CH:45]=[O:46])[cH:47][cH:48]1.[NH2:1][CH2:2][c:3]1[n:4][c:5]([NH:22][CH2:23][CH:24]([c:25]2[cH:26][cH:27][cH:28][cH:29][cH:30]2)[c:31]2[cH:32][cH:33][cH:34][cH:35][cH:36]2)[c:6]2[n:7][cH:8][n:9]([CH:12]3[O:13][CH:14]([CH2:19][O:20][CH3:21])[CH:15]([OH:18])[CH:16]3[OH:17])[c:10]2[n:11]1.[O:49]1[CH2:50][CH2:51][CH2:52][CH2:53]1>>[NH:1]([CH2:2][c:3]1[n:4][c:5]([NH:22][CH2:23][CH:24]([c:25]2[cH:26][cH:27][cH:28][cH:29][cH:30]2)[c:31]2[cH:32][cH:33][cH:34][cH:35][cH:36]2)[c:6]2[n:7][cH:8][n:9]([CH:12]3[O:13][CH:14]([CH2:19][O:20][CH3:21])[CH:15]([OH:18])[CH:16]3[OH:17])[c:10]2[n:11]1)[CH2:45][c:44]1[cH:43][cH:42][c:41]([O:40][CH:37]([CH3:38])[CH3:39])[cH:48][cH:47]1. The reactants are Cl (hydrochloric acid), C1(=CC=CC=C1)C(CCC(=O)O)=O (4-phenyl-4oxobutyric acid), [OH-].[Na+] (sodium hydroxide), [H][H] (hydrogen). Run in C(C)O (ethanol), C(C)O (ethanol). Conditions: temperature 40 celsius, time 3 hour. Yields the product C1(=CC=CC=C1)[C@@H]1CCC(=O)O1 ((S)-4-phenyl-γ-butyrolactone). Yield: 62.9%. As a reaction SMILES: [C:1]1([C:7](=[O:13])[CH2:8][CH2:9][C:10]([OH:12])=O)[CH:6]=[CH:5][CH:4]=[CH:3][CH:2]=1.Cl.[H][H].[OH-].[Na+]>C(O)C>[C:1]1([C@H:7]2[O:13][C:10](=[O:12])[CH2:9][CH2:8]2)[CH:2]=[CH:3][CH:4]=[CH:5][CH:6]=1 |f:3.4|. Reported procedure: In a 100 ml autoclave were charged 1.78 g (10 mmole) of 4-phenyl-4oxobutyric acid and 14 ml of ethanol. A solution separately prepared from 44.9 mg (0.05 mmole) of ##STR13## double the molar quantity of concentrated hydrochloric acid, and 5 ml of ethanol was added to the above-prepared solution in a nitrogen atmosphere to conduct hydrogenation at 35° C. and at a hydrogen pressure of 70 kg/cm2 for 230 hours. To the reaction mixture was added 8 ml of a 10% sodium hydroxide aqueous solution, follow...